This data is from the Open Reaction Database (ORD), a public repository of structured organic reaction records. The task is: describe an organic reaction: reactants, conditions, products, and yield The yield is 5.6%. Reported procedure: A mixture of intermediate (12) (0.095 mol) in a mixture of HCl in 2-propanol (100 ml) and HCl (500 ml) was stirred and refluxed for one hour. The reaction mixture was cooled. The solvent was evaporated. The residue was taken up into DCM and washed with NH3/H2O. The organic layer was separated, dried, filtered and the solvent was evaporated. The residue was purified over silica gel on a glass filter (eluent: CH2Cl2/(CH3OH/NH3) 90/10). The product fractions were collected and the solvent was evapo... Starting materials: O.ClC=1C=C(C2=C(OCCCO2)C1)C(=O)NC[C@H]1[C@@H](CN(CC1)C(=O)OC(C)(C)C)O (1,1-dimethylethyl(3S-trans)-4-[[[(8-chloro-3,4-dihydro-2H-1,5-benzodioxepin-6-yl)carbonyl]amino]methyl]-3-hydroxy-1-piperidinecarboxylate monohydrate). Product: ClC=1C=C(C2=C(OCCCO2)C1)C(=O)NC[C@H]1[C@@H](CNCC1)O ((3S-trans)-8-chloro-3,4-dihydro-N-[(3-hydroxy-4-piperidinyl)methyl]-2H-1,5-benzodioxepin-6-carboxamide). Reaction SMILES: O.[Cl:2][C:3]1[CH:4]=[C:5]([C:14]([NH:16][CH2:17][C@@H:18]2[CH2:23][CH2:22][N:21](C(OC(C)(C)C)=O)[CH2:20][C@H:19]2[OH:31])=[O:15])[C:6]2[O:12][CH2:11][CH2:10][CH2:9][O:8][C:7]=2[CH:13]=1>Cl.CC(O)C>[Cl:2][C:3]1[CH:4]=[C:5]([C:14]([NH:16][CH2:17][C@@H:18]2[CH2:23][CH2:22][NH:21][CH2:20][C@H:19]2[OH:31])=[O:15])[C:6]2[O:12][CH2:11][CH2:10][CH2:9][O:8][C:7]=2[CH:13]=1 |f:0.1|. Solvent: Cl (HCl), CC(C)O (2-propanol), Cl (HCl).